describe an organic reaction: reactants, conditions, products, and yield From a dataset of the Open Reaction Database (ORD), a public repository of structured organic reaction records. Reactants: [C-]#N, [C-]#N, CC(C)(C)OC(=O)N1CCC(N(c2ccc(F)c(Cl)c2)c2cccc(Br)n2)C1, CCOC(C)=O, CN(C)C=O, O, [Zn+2], c1ccc(P(c2ccccc2)(c2ccccc2)[Pd](P(c2ccccc2)(c2ccccc2)c2ccccc2)(P(c2ccccc2)(c2ccccc2)c2ccccc2)P(c2ccccc2)(c2ccccc2)c2ccccc2)cc1. The product is CC(C)(C)OC(=O)N1CCC(N(c2ccc(F)c(Cl)c2)c2cccc(C#N)n2)C1. Reaction SMILES: [C-:41]#[N:42].[C-:44]#[N:45].[C:1]([CH3:2])([CH3:3])([CH3:4])[O:5][C:6](=[O:7])[N:8]1[CH2:9][CH:10]([N:13]([c:14]2[cH:15][c:16]([Cl:21])[c:17]([F:20])[cH:18][cH:19]2)[c:22]2[n:23][c:24]([Br:28])[cH:25][cH:26][cH:27]2)[CH2:11][CH2:12]1.[CH3:29][CH2:30][O:31][C:32](=[O:33])[CH3:34].[CH3:36][N:37]([CH3:38])[CH:39]=[O:40].[OH2:35].[Zn+2:43].[cH:46]1[cH:47][cH:48][c:49]([P:50]([Pd:51]([P:52]([c:53]2[cH:54][cH:55][cH:56][cH:57][cH:58]2)([c:59]2[cH:60][cH:61][cH:62][cH:63][cH:64]2)[c:65]2[cH:66][cH:67][cH:68][cH:69][cH:70]2)([P:71]([c:72]2[cH:73][cH:74][cH:75][cH:76][cH:77]2)([c:78]2[cH:79][cH:80][cH:81][cH:82][cH:83]2)[c:84]2[cH:85][cH:86][cH:87][cH:88][cH:89]2)[P:90]([c:91]2[cH:92][cH:93][cH:94][cH:95][cH:96]2)([c:97]2[cH:98][cH:99][cH:100][cH:101][cH:102]2)[c:103]2[cH:104][cH:105][cH:106][cH:107][cH:108]2)([c:109]2[cH:110][cH:111][cH:112][cH:113][cH:114]2)[c:115]2[cH:116][cH:117][cH:118][cH:119][cH:120]2)[cH:121][cH:122]1>>[C:1]([CH3:2])([CH3:3])([CH3:4])[O:5][C:6](=[O:7])[N:8]1[CH2:9][CH:10]([N:13]([c:14]2[cH:15][c:16]([Cl:21])[c:17]([F:20])[cH:18][cH:19]2)[c:22]2[n:23][c:24]([C:36]#[N:37])[cH:25][cH:26][cH:27]2)[CH2:11][CH2:12]1. Product: Cl.CSC1=CC=C(C=C1)NN ([4-(methylthio)phenyl]hydrazine hydrochloride). As a reaction SMILES: [CH3:1][S:2][C:3]1[CH:9]=[CH:8][C:6]([NH2:7])=[CH:5][CH:4]=1.[ClH:10].[N:11]([O-])=O.[Na+]>O>[ClH:10].[CH3:1][S:2][C:3]1[CH:9]=[CH:8][C:6]([NH:7][NH2:11])=[CH:5][CH:4]=1 |f:2.3,5.6|. Procedure: To a mixture of 4-(methylthio)aniline (6.3 g) and conc.HCl (45 ml) was added dropwise NaNO2 (3.6 g) in water (18 ml) under ice-cooling. After stirring for 30 min., SnC1H2O (28.6 g) in conc.HCl (24 ml) was added under ice cooling over 1 hour. After stirring for 1 hour, filtrate, washed with conc.HCl and water, and dried to give 14.1 g of [4-(methylthio)phenyl]hydrazine hydrochloride as a solid. Starting materials: Cl (HCl), N(=O)[O-].[Na+] (NaNO2), CSC1=CC=C(N)C=C1 (4-(methylthio)aniline), Cl (HCl). The solvent is O (water). Conditions: time 30 minute. Reactants: C(C1=CC=CC=C1)OC(=O)NC1[C@@H]2N(C(=C(CS2)NC(C(C(=O)OCC)C(=O)OCC)=O)C(=O)OC(C2=CC=CC=C2)C2=CC=CC=C2)C1=O (benzhydryl 7 -benzyloxycarbonylamino-3-di(ethoxycarbonyl)acetamido-3-cephem-4-carboxylate), C(C1=CC=CC=C1)OC(=O)NC1[C@@H]2N(C(C(=CS2)N=C=O)C(=O)OC(C2=CC=CC=C2)C2=CC=CC=C2)C1=O (benzhydryl 7-benzyloxycarbonylamino-3-isocyanato-2-cephem-4-carboxylate), C(C)C(C(=O)[O-])(C(=O)[O-])CC.[Na+].[Na+] (sodium diethylmalonate), amines, 3-isocyanato-2-cephems, ClC=1C=C(C=CC1)CC(=O)NC1[C@@H]2N(C(C(=CS2)N=C=O)C(=O)OC(C)(C)C)C1=O (tert-butyl 7-(3-chlorophenylacetamido)-3-isocyanato-2-cephem-4carboxylate), C(C)(C)[Mg]Br (isopropylmagnesium bromide), isocyanates, Cl (HCl). Solvent: O1CCCC1 (tetrahydrofuran), O1CCCC1 (tetrahydrofuran). Yields the product ClC1=C(C=CC=C1)CC(=O)NC1[C@@H]2N(C(=C(CS2)NC(C(C)C)=O)C(=O)OC(C)(C)C)C1=O (tert-butyl 7-(2-chlorophenylacetamido)-3-(2-methyl-propionamido)-3-cephem-4-carboxylate). Reaction SMILES: [CH2:1](OC(NC1C(=O)N2C(C(OC(C3C=CC=CC=3)C3C=CC=CC=3)=O)C(N=C=O)=CS[C@H]12)=O)[C:2]1C=CC=C[CH:3]=1.C(C(CC)(C([O-])=O)C([O-])=O)C.[Na+].[Na+].[ClH:53].C(OC(NC1C(=O)N2C(C(OC(C3C=CC=CC=3)C3C=CC=CC=3)=O)=C(NC(=O)C(C(OCC)=O)C(OCC)=O)CS[C@H]12)=O)C1C=CC=CC=1.Cl[C:105]1[CH:106]=[C:107]([CH2:111][C:112]([NH:114][CH:115]2[C:132](=[O:133])[N:117]3[CH:118]([C:125]([O:127][C:128]([CH3:131])([CH3:130])[CH3:129])=[O:126])[C:119]([N:122]=[C:123]=[O:124])=[CH:120][S:121][C@H:116]23)=[O:113])[CH:108]=[CH:109][CH:110]=1.C([Mg]Br)(C)C>O1CCCC1>[Cl:53][C:108]1[CH:109]=[CH:110][CH:105]=[CH:106][C:107]=1[CH2:111][C:112]([NH:114][CH:115]1[C:132](=[O:133])[N:117]2[C:118]([C:125]([O:127][C:128]([CH3:131])([CH3:130])[CH3:129])=[O:126])=[C:119]([NH:122][C:123](=[O:124])[CH:2]([CH3:3])[CH3:1])[CH2:120][S:121][C@H:116]12)=[O:113] |f:1.2.3|. Procedure: As in the case of the aforedescribed reaction of amines with the 3-isocyanato-2-cephems, the reaction of such isocyanates with carbanionic reagents is accompanied by the rearrangement of the double bond in the cephem ring. Thus, benzhydryl 7-benzyloxycarbonylamino-3-isocyanato-2-cephem-4-carboxylate reacts with 1.1 equivalents of sodium diethylmalonate in tetrahydrofuran at -20° C. over a 5 minute period, to provide after hydrolysis with about 3 equivalents of 1N.HCl, benzhydryl 7 -benzyloxycarb... Starting materials: BrC1=CC=C(C=C1)C (4-bromotoluene), CCOC(=O)C.CCCCCC (EtOAc hexane), O([Na])C(C)(C)C (NaO-t-Bu), NC1=CC=C(C=C)C=C1 (4-aminostyrene), C1(=CC=CC=C1)C (toluene). The reagents and catalysts are C=1C=CC(=CC1)/C=C/C(=O)/C=C/C2=CC=CC=C2.C=1C=CC(=CC1)/C=C/C(=O)/C=C/C2=CC=CC=C2.C=1C=CC(=CC1)/C=C/C(=O)/C=C/C2=CC=CC=C2.[Pd].[Pd] (Pd2dba3). Product: C(=C)C1=CC=C(C=C1)N(C1=CC=C(C=C1)C)C1=CC=C(C=C1)C (4-ethenyl-N,N-bis(4-methylphenyl)benzenamine), CC1=CC=C(C=C1)N(C1=CC=C(C=C1)C=CC1=CC=C(C=C1)C)C1=CC=C(C=C1)C (N,N-bis(4-methylphenyl)-4-[2-(4-methylphenyl)ethenyl]benzenamine). Yield: 84.0%. RXN SMILES: O([C:3](C)(C)[CH3:4])[Na].[NH2:7][C:8]1[CH:15]=[CH:14][C:11]([CH:12]=[CH2:13])=[CH:10][CH:9]=1.Br[C:17]1[CH:22]=[CH:21][C:20]([CH3:23])=[CH:19][CH:18]=1.[C:24]1([CH3:30])[CH:29]=[CH:28][CH:27]=[CH:26][CH:25]=1.CCOC(C)=O.[CH3:37][CH2:38][CH2:39][CH2:40][CH2:41][CH3:42]>C1C=CC(/C=C/C(/C=C/C2C=CC=CC=2)=O)=CC=1.C1C=CC(/C=C/C(/C=C/C2C=CC=CC=2)=O)=CC=1.C1C=CC(/C=C/C(/C=C/C2C=CC=CC=2)=O)=CC=1.[Pd].[Pd]>[CH:12]([C:11]1[CH:14]=[CH:15][C:8]([N:7]([C:27]2[CH:28]=[CH:29][C:24]([CH3:30])=[CH:25][CH:26]=2)[C:17]2[CH:22]=[CH:21][C:20]([CH3:23])=[CH:19][CH:18]=2)=[CH:9][CH:10]=1)=[CH2:13].[CH3:30][C:24]1[CH:29]=[CH:28][C:27]([N:7]([C:8]2[CH:9]=[CH:10][C:11]([CH3:12])=[CH:14][CH:15]=2)[C:39]2[CH:38]=[CH:37][C:42]([CH:3]=[CH:4][C:17]3[CH:22]=[CH:21][C:20]([CH3:23])=[CH:19][CH:18]=3)=[CH:41][CH:40]=2)=[CH:26][CH:25]=1 |f:4.5,6.7.8.9.10|. Reported procedure: Following the general procedure shown above, Pd2dba3 (18.3 mg, 2 mol %), NaO-t-Bu (336 mg, 3.5 mmol), P(isoBuNCH2CH2)3N (13.6 mg, 4 mol %), 4-aminostyrene (119 mg, 1 mmol), 4-bromotoluene (547 mg, 3.2 mmol), and 10 mL of dry toluene at 110° C. for 16 h produced (4) 4-ethenyl-N,N-bis(4-methylphenyl)benzenamine (32 mg, 11%) as a viscous liquid and (5) N,N-bis(4-methylphenyl)-4-[2-(4-methylphenyl)ethenyl]benzenamine (325 mg, 84%) as a yellow solid after chromatography with 1% EtOAc/hexane mixture. ... Reactants: [NH4+].[OH-] (NH4OH), BrC1=CC=C(C=C1)C(C(=O)C1=CC=NC=C1)=O (1-(4-Bromophenyl)-2-(4-pyridyl)-ethan-1,2-dione), C(C)(=O)[O-].[NH4+] (ammonium acetate), ClC1=CC=C(C=O)C=C1 (4-chlorobenzaldehyde). The solvent is C(C)(=O)O (acetic acid). Conditions: temperature 90 celsius. Product: BrC1=CC=C(C=C1)C=1N=C(NC1C1=CC=NC=C1)C1=CC=C(C=C1)Cl (4-(4-Bromophenyl)-2-(4-chlorophenyl)-5-(4-pyridyl)imidazole). As a reaction SMILES: [Br:1][C:2]1[CH:7]=[CH:6][C:5]([C:8](=O)[C:9]([C:11]2[CH:16]=[CH:15][N:14]=[CH:13][CH:12]=2)=O)=[CH:4][CH:3]=1.C([O-])(=O)C.[NH4+:22].[Cl:23][C:24]1[CH:31]=[CH:30][C:27]([CH:28]=O)=[CH:26][CH:25]=1.[NH4+:32].[OH-]>C(O)(=O)C>[Br:1][C:2]1[CH:7]=[CH:6][C:5]([C:8]2[N:22]=[C:28]([C:27]3[CH:30]=[CH:31][C:24]([Cl:23])=[CH:25][CH:26]=3)[NH:32][C:9]=2[C:11]2[CH:16]=[CH:15][N:14]=[CH:13][CH:12]=2)=[CH:4][CH:3]=1 |f:1.2,4.5|. Procedure details: A mixture of 100 mg (0.345 mmol) of 1-(4-bromophenyl)-2-(4-pyridyl)-ethan-1,2-dione (from Step B), 266 mg (3.45 mmol) of ammonium acetate, and 61 mg (0.0.431 mmol) of 4-chlorobenzaldehyde in 2 mL of acetic acid was heated at 90° C. for 3 h. The green reaction mixture was treated with excess 2:1 NH4OH/sat. NH4Cl and extracted with ethyl acetate and chloroform 3 times. The organic layers were combined and washed with water, brine, and dried over sodium sulfate. After removal of solvents, the resid... The reactants are FC(OC[C@H](C)OC=1C=C(C(=O)OC)C=C(C1)OC1=NC=C(N=C1)C(N(C)C)=O)F (methyl 3-[(2S)-1-(difluoromethoxy)propan-2-yl]oxy-5-[5-(dimethylcarbamoyl)pyrazin-2-yl]oxy-benzoate), Cl (HCl), [OH-].[Na+] (sodium hydroxide), C(C)(=O)O (Acetic acid). The solvent is O (water), CN1CCCC1=O (NMP), O (water). Reaction conditions: temperature 0 celsius. The product is FC(OC[C@H](C)OC=1C=C(C(=O)O)C=C(C1)OC1=NC=C(N=C1)C(N(C)C)=O)F (3-[(2S)-1-(difluoromethoxy)propan-2-yl]oxy-5-[5-(dimethylcarbamoyl)pyrazin-2-yl]oxy-benzoic acid). Yield: 86.9%. Reaction SMILES: [F:1][CH:2]([F:30])[O:3][CH2:4][C@@H:5]([O:7][C:8]1[CH:9]=[C:10]([CH:15]=[C:16]([O:18][C:19]2[CH:24]=[N:23][C:22]([C:25](=[O:29])[N:26]([CH3:28])[CH3:27])=[CH:21][N:20]=2)[CH:17]=1)[C:11]([O:13]C)=[O:12])[CH3:6].[OH-].[Na+].C(O)(=O)C.Cl>O.CN1C(=O)CCC1>[F:30][CH:2]([F:1])[O:3][CH2:4][C@@H:5]([O:7][C:8]1[CH:9]=[C:10]([CH:15]=[C:16]([O:18][C:19]2[CH:24]=[N:23][C:22]([C:25](=[O:29])[N:26]([CH3:27])[CH3:28])=[CH:21][N:20]=2)[CH:17]=1)[C:11]([OH:13])=[O:12])[CH3:6] |f:1.2|. Procedure: To methyl 3-[(2S)-1-(difluoromethoxy)propan-2-yl]oxy-5-[5-(dimethylcarbamoyl)pyrazin-2-yl]oxy-benzoate (76.3 g, 179 mmol) was added NMP (534 mL), water (305 mL) and the solution was stirred at 0° C. 2N sodium hydroxide (152 mL, 305 mmol) was charged dropwise and the reaction stirred for 4 hours. Acetic acid (41 mL, 718 mmol) was charged dropwise followed by water (1068 mL) and 1N HCl (400 mL) was added until pH 3 was reached and some material oiled out. The aqueous layer was extracted with tolue... Reactants: CC1=CC(=NC(=C1)CCCCC1=CC=CC=C1)N1C(=CC=C1C)C (4-methyl-2-(2,5-dimethylpyrrol-1-yl)-6-(4-phenylbutyl)pyridine), Cl.NO (hydroxylamine hydrochloride), [OH-].[K+] (potassium hydroxide). Solvent: C(C)O.O (ethanol water). Yields the product NC1=NC(=CC(=C1)C)CCCCC1=CC=CC=C1 (2-amino-4-methyl-6-(4-phenylbutyl)pyridine). RXN SMILES: [CH3:1][C:2]1[CH:7]=[C:6]([CH2:8][CH2:9][CH2:10][CH2:11][C:12]2[CH:17]=[CH:16][CH:15]=[CH:14][CH:13]=2)[N:5]=[C:4]([N:18]2C(C)=CC=C2C)[CH:3]=1.Cl.NO.[OH-].[K+]>C(O)C.O>[NH2:18][C:4]1[CH:3]=[C:2]([CH3:1])[CH:7]=[C:6]([CH2:8][CH2:9][CH2:10][CH2:11][C:12]2[CH:13]=[CH:14][CH:15]=[CH:16][CH:17]=2)[N:5]=1 |f:1.2,3.4,5.6|. Reported procedure: By analogy to Example 56, Step B, 4-methyl-2-(2,5-dimethylpyrrol-1-yl)-6-(4-phenylbutyl)pyridine was treated with 4,6 equivalents of hydroxylamine hydrochloride and 2.8 equivalents of potassium hydroxide in refluxing ethanol/water to yield 2-amino-4-methyl-6-(4-phenylbutyl)pyridine as a yellow oil. Reactants: N=1C(=CN2C1N=CC=C2)C2=CC=C(C=C2)CC(=O)OCC (ethyl 4-(imidazo[1,2-a]pyrimidin-2-yl)phenyl-acetate), C(C)O (ethanol), [OH-].[Na+] (sodium hydroxide). Solvent: O (water). Reaction conditions: time 10 minute. Yields the product N=1C(=CN2C1N=CC=C2)C2=CC=C(C=C2)CC(=O)O (4-(imidazo-[1,2-a]pyrimidin-2-yl)phenylacetic acid). Isolated yield 59.2%. Reaction SMILES: [N:1]1[C:2]([C:10]2[CH:15]=[CH:14][C:13]([CH2:16][C:17]([O:19]CC)=[O:18])=[CH:12][CH:11]=2)=[CH:3][N:4]2[CH:9]=[CH:8][CH:7]=[N:6][C:5]=12.C(O)C.[OH-].[Na+]>O>[N:1]1[C:2]([C:10]2[CH:11]=[CH:12][C:13]([CH2:16][C:17]([OH:19])=[O:18])=[CH:14][CH:15]=2)=[CH:3][N:4]2[CH:9]=[CH:8][CH:7]=[N:6][C:5]=12 |f:2.3|. Procedure details: A mixture of 6 g of ethyl 4-(imidazo[1,2-a]pyrimidin-2-yl)phenyl-acetate, 30 ml of ethanol, 1.1 g of sodium hydroxide and 5 ml of water is stirred at room temperature for 10 minutes. The crystalline precipitate is filtered off, washed with ethanol, and then dissolved in water. The solution is adjusted to pH 6 by addition of dilute hydrochloric acid. The crystalline precipitate is filtered off and washed with water to give 3.2 g of 4-(imidazo-[1,2-a]pyrimidin-2-yl)phenylacetic acid as colorless c... The reactants are COC(C1=CC=C(C=C1)NCCC1=C(N(C2=CC=C(C=C12)Cl)C(C1=CC=CC=C1)C1=CC=CC=C1)CCN)=O (4-{2-[2-(2-Amino-ethyl)-1-benzhydryl-5-chloro-1H-indol-3-yl]-ethylamino}-benzoic acid methyl ester), C1(=CC=CC=C1)CS(=O)(=O)Cl (α-toluenesulfonyl chloride). Yields the product C(C1=CC=CC=C1)(C1=CC=CC=C1)N1C(=C(C2=CC(=CC=C12)Cl)CCNC1=CC=C(C(=O)O)C=C1)CCNS(=O)(=O)CC1=CC=CC=C1 (4-{[2-(1-benzhydryl-2-{2-[(benzylsulfonyl)amino]ethyl}-5-chloro-1H-indol-3-yl)ethyl]amino}benzoic acid). The yield is 72.0%. As a reaction SMILES: C[O:2][C:3](=[O:39])[C:4]1[CH:9]=[CH:8][C:7]([NH:10][CH2:11][CH2:12][C:13]2[C:21]3[C:16](=[CH:17][CH:18]=[C:19]([Cl:22])[CH:20]=3)[N:15]([CH:23]([C:30]3[CH:35]=[CH:34][CH:33]=[CH:32][CH:31]=3)[C:24]3[CH:29]=[CH:28][CH:27]=[CH:26][CH:25]=3)[C:14]=2[CH2:36][CH2:37][NH2:38])=[CH:6][CH:5]=1.[C:40]1([CH2:46][S:47](Cl)(=[O:49])=[O:48])[CH:45]=[CH:44][CH:43]=[CH:42][CH:41]=1>>[CH:23]([N:15]1[C:16]2[C:21](=[CH:20][C:19]([Cl:22])=[CH:18][CH:17]=2)[C:13]([CH2:12][CH2:11][NH:10][C:7]2[CH:6]=[CH:5][C:4]([C:3]([OH:2])=[O:39])=[CH:9][CH:8]=2)=[C:14]1[CH2:36][CH2:37][NH:38][S:47]([CH2:46][C:40]1[CH:45]=[CH:44][CH:43]=[CH:42][CH:41]=1)(=[O:49])=[O:48])([C:24]1[CH:29]=[CH:28][CH:27]=[CH:26][CH:25]=1)[C:30]1[CH:31]=[CH:32][CH:33]=[CH:34][CH:35]=1. Procedure details: The intermediate from step 12 was treated with α-toluenesulfonyl chloride according to the procedure in Example 87 step 2 to generate the desired product in 72% yield. Reactants: CCCCCCCCBr, CN(C)C=O, CCOC(C)=O, [H-], [Na+], OC1CCCCC1. Product: CCCCCCCCOC1CCCCC1. RXN SMILES: [CH2:10]([CH2:11][CH2:12][CH2:13][CH2:14][CH2:15][CH2:16][CH3:17])[Br:18].[CH3:19][N:20]([CH3:21])[CH:22]=[O:23].[CH3:24][CH2:25][O:26][C:27](=[O:28])[CH3:29].[H-:8].[Na+:9].[OH:1][CH:2]1[CH2:3][CH2:4][CH2:5][CH2:6][CH2:7]1>>[O:1]([CH:2]1[CH2:3][CH2:4][CH2:5][CH2:6][CH2:7]1)[CH2:10][CH2:11][CH2:12][CH2:13][CH2:14][CH2:15][CH2:16][CH3:17].